Dataset: the Open Reaction Database (ORD), a public repository of structured organic reaction records. Task: describe an organic reaction: reactants, conditions, products, and yield Starting materials: CC(=O)[O-], O=C([O-])O, CC(=O)[O-], CCC(CC)(c1ccc(C=CC2(O)CCOCC2)c(C)c1)c1ccc(B2OC(C)(C)C(C)(C)O2)c(C)c1, COC(=O)Cc1ccc(Br)cc1, Cc1ccccc1, COc1cccc(OC)c1-c1ccccc1P(C1CCCCC1)C1CCCCC1, [K+], [K+], [K+], [Na+], O, O=P([O-])([O-])[O-], [Pd+2]. Reaction SMILES: [C:104]([O-:105])(=[O:106])[CH3:107].[C:87](=[O:88])([OH:89])[O-:90].[C:99]([O-:100])(=[O:101])[CH3:102].[CH2:50]([CH3:51])[C:52]([CH2:53][CH3:54])([c:55]1[cH:56][c:57]([CH3:70])[c:58]([B:61]2[O:62][C:63]([CH3:64])([CH3:65])[C:66]([CH3:67])([CH3:68])[O:69]2)[cH:59][cH:60]1)[c:71]1[cH:72][c:73]([CH3:86])[c:74]([CH:77]=[CH:78][C:79]2([OH:85])[CH2:80][CH2:81][O:82][CH2:83][CH2:84]2)[cH:75][cH:76]1.[CH3:1][O:2][C:3]([CH2:4][c:5]1[cH:6][cH:7][c:8]([Br:11])[cH:9][cH:10]1)=[O:12].[CH3:92][c:93]1[cH:94][cH:95][cH:96][cH:97][cH:98]1.[CH:13]1([P:14]([CH:15]2[CH2:16][CH2:17][CH2:18][CH2:19][CH2:20]2)[c:21]2[cH:22][cH:23][cH:24][cH:25][c:26]2-[c:27]2[c:28]([O:29][CH3:30])[cH:31][cH:32][cH:33][c:34]2[O:35][CH3:36])[CH2:37][CH2:38][CH2:39][CH2:40][CH2:41]1.[K+:47].[K+:48].[K+:49].[Na+:91].[OH2:108].[P:42]([O-:43])([O-:44])([O-:45])=[O:46].[Pd+2:103]>>[CH3:1][O:2][C:3]([CH2:4][c:5]1[cH:6][cH:7][c:8](-[c:58]2[c:57]([CH3:70])[cH:56][c:55]([C:52]([CH2:50][CH3:51])([CH2:53][CH3:54])[c:71]3[cH:72][c:73]([CH3:86])[c:74]([CH:77]=[CH:78][C:79]4([OH:85])[CH2:80][CH2:81][O:82][CH2:83][CH2:84]4)[cH:75][cH:76]3)[cH:60][cH:59]2)[cH:9][cH:10]1)=[O:12]. Product: CCC(CC)(c1ccc(C=CC2(O)CCOCC2)c(C)c1)c1ccc(-c2ccc(CC(=O)OC)cc2)c(C)c1.